This data is from the Open Reaction Database (ORD), a public repository of structured organic reaction records. The task is: describe an organic reaction: reactants, conditions, products, and yield Reactants: CC(C=O)(CO)C (2,2-dimethyl-3-hydroxypropanal), [H][H] (hydrogen), CC1=C(C=CC(=C1)C)O (2,4-dimethylphenol), CNC (dimethylamine). The reagents and catalysts are [Ni] (Ni). Run in CO (methanol), O (water). Conditions: time 20 hour. Product: CC=1C(=C(C=C(C1)C)CC(CO)(C)C)O (3-(3,5-dimethyl-2-hydroxyphenyl)-2,2-dimethylpropanol). The yield is 60.0%. RXN SMILES: [CH3:1][C:2]([CH3:7])([CH2:5][OH:6])[CH:3]=O.[CH3:8][C:9]1[CH:14]=[C:13]([CH3:15])[CH:12]=[CH:11][C:10]=1[OH:16].CNC.[H][H]>[Ni].CO.O>[CH3:8][C:9]1[C:10]([OH:16])=[C:11]([CH2:3][C:2]([CH3:1])([CH3:7])[CH2:5][OH:6])[CH:12]=[C:13]([CH3:15])[CH:14]=1. Procedure: 125 g (1 mol) of 80% strength aqueous 2,2-dimethyl-3-hydroxypropanal (crude mixture from the synthesis, reduced to a water content of 20% by distillation), 109 g (0.9 mol) of 2,4-dimethylphenol, 24 g (0.22 mol) of 40% strength aqueous dimethylamine and 700 g of methanol are reacted in a stirred autoclave under autogenous pressure of 20-30 bar at 160° C. for 20 h and then at 180° C. for 20 h. After the autoclave has cooled and the pressure has been released, 95 g of Raney Ni (0.1 parts based on c... Starting materials: C(CC[C@@H](C(=O)O)NC(=O)C1=CC=C(NC[C@H]2CNC=3N=C(N)NC(=O)C3N2)C=C1)(=O)O ((6S)-tetrahydrofolic acid), C(CC[C@@H](C(=O)O)NC(=O)C1=CC=C(NC[C@H]2CNC=3N=C(N)NC(=O)C3N2)C=C1)(=O)O ((6S)-tetrahydrofolic acid), Cl (hydrochloric acid). Solvent: O (water). Product: C(CC[C@@H](C(=O)O)NC(=O)C1=CC=C(NCC2CNC=3N=C(N)NC(=O)C3N2)C=C1)(=O)O (tetrahydrofolic acid), 94.7. Reaction SMILES: [C:1]([OH:32])(=[O:31])[CH2:2][CH2:3][C@H:4]([NH:8][C:9]([C:11]1[CH:30]=[CH:29][C:14]([NH:15][CH2:16][C@@H:17]2[NH:28][C:27]3[C:25](=[O:26])[NH:24][C:22]([NH2:23])=[N:21][C:20]=3[NH:19][CH2:18]2)=[CH:13][CH:12]=1)=[O:10])[C:5]([OH:7])=[O:6].Cl>O>[C:1]([OH:32])(=[O:31])[CH2:2][CH2:3][C@H:4]([NH:8][C:9]([C:11]1[CH:12]=[CH:13][C:14]([NH:15][CH2:16][CH:17]2[NH:28][C:27]3[C:25](=[O:26])[NH:24][C:22]([NH2:23])=[N:21][C:20]=3[NH:19][CH2:18]2)=[CH:29][CH:30]=1)=[O:10])[C:5]([OH:7])=[O:6]. Procedure: By dissolving 20 g of the resulting crystalline (6S)-tetrahydrofolic acid in 80 ml of water at pH 9 and subsequently slowly bringing the pH to 5.1 using hydrochloric acid, 4.5 g of crystalline (6S)-tetrahydrofolic acid with a chemical content of 94.0% and a (6S) percentage of 94.7 are obtained after seeding with crystalline (6S)-tetrahydrofolic acid. The water content after drying is 1.8%. Reactants: C(C)OC(CCCOC1=C(C(=CC=C1)CCCCCCOC=1C=C(C=C(C1)OCC)C1=CC(=CC=C1)F)CCC(=O)OCC)=O (4-[2-(2-ethoxycarbonyl-ethyl)-3-[6-(5-ethoxy-3′-fluoro-biphenyl-3-yloxy)-hexyl]-phenoxy]-butyric acid ethyl ester), [OH-].[Na+] (sodium hydroxide). Yields the product C(=O)(O)CCC1=C(OCCCC(=O)O)C=CC=C1CCCCCCOC=1C=C(C=C(C1)OCC)C1=CC(=CC=C1)F (4-[2-(2-carboxy-ethyl)-3-[6-(5-ethoxy-3′-fluoro-biphenyl-3-yloxy)-hexyl]-phenoxy]-butyric acid). Yield: 98.6%. Reaction SMILES: C([O:3][C:4](=[O:45])[CH2:5][CH2:6][CH2:7][O:8][C:9]1[CH:14]=[CH:13][CH:12]=[C:11]([CH2:15][CH2:16][CH2:17][CH2:18][CH2:19][CH2:20][O:21][C:22]2[CH:23]=[C:24]([C:31]3[CH:36]=[CH:35][CH:34]=[C:33]([F:37])[CH:32]=3)[CH:25]=[C:26]([O:28][CH2:29][CH3:30])[CH:27]=2)[C:10]=1[CH2:38][CH2:39][C:40]([O:42]CC)=[O:41])C.[OH-].[Na+]>>[C:40]([CH2:39][CH2:38][C:10]1[C:11]([CH2:15][CH2:16][CH2:17][CH2:18][CH2:19][CH2:20][O:21][C:22]2[CH:23]=[C:24]([C:31]3[CH:36]=[CH:35][CH:34]=[C:33]([F:37])[CH:32]=3)[CH:25]=[C:26]([O:28][CH2:29][CH3:30])[CH:27]=2)=[CH:12][CH:13]=[CH:14][C:9]=1[O:8][CH2:7][CH2:6][CH2:5][C:4]([OH:45])=[O:3])([OH:42])=[O:41] |f:1.2|. Procedure: A similar procedure as described in Example 43, step 5 was used, starting from 4-[2-(2-ethoxycarbonyl-ethyl)-3-[6-(5-ethoxy-3′-fluoro-biphenyl-3-yloxy)-hexyl]-phenoxy]-butyric acid ethyl ester (210 mg, 0.34 mmol) and 1.0 N aqueous sodium hydroxide (3.4 mL) to afford 4-[2-(2-carboxy-ethyl)-3-[6-(5-ethoxy-3′-fluoro-biphenyl-3-yloxy)-hexyl]-phenoxy]-butyric acid (190 mg, 99%) as a light brown waxy solid: ES(+)-HRMS m/e calcd for C33H39FO7 (M+Na)+ 589.2572. found 589.2573. Starting materials: CC1(NCCC1)C (2,2-dimethylpyrrolidine), CN(C)C(=[N+](C)C)ON1C2=C(C=CC=C2)N=N1.[B-](F)(F)(F)F (TBTU), CCN(C(C)C)C(C)C (DIEA), C1(CC1)COC1=C(C=CC(=N1)C(=O)O)N1CC(C1)(F)F (6-cyclopropylmethoxy-5-(3,3-difluoro-azetidin-1-yl)-pyridine-2-carboxylic acid). Yields the product C1(CC1)COC1=C(C=CC(=N1)C(=O)N1C(CCC1)(C)C)N1CC(C1)(F)F ([6-Cyclopropylmethoxy-5-(3,3-difluoro-azetidin-1-yl)-pyridin-2-yl]-(2,2-dimethyl-pyrrolidin-1-yl)-methanone). Reaction SMILES: [CH:1]1([CH2:4][O:5][C:6]2[N:11]=[C:10]([C:12]([OH:14])=O)[CH:9]=[CH:8][C:7]=2[N:15]2[CH2:18][C:17]([F:20])([F:19])[CH2:16]2)[CH2:3][CH2:2]1.[CH3:21][C:22]1([CH3:27])[CH2:26][CH2:25][CH2:24][NH:23]1.CN(C(ON1N=NC2C=CC=CC1=2)=[N+](C)C)C.[B-](F)(F)(F)F.CCN(C(C)C)C(C)C>>[CH:1]1([CH2:4][O:5][C:6]2[N:11]=[C:10]([C:12]([N:23]3[CH2:24][CH2:25][CH2:26][C:22]3([CH3:27])[CH3:21])=[O:14])[CH:9]=[CH:8][C:7]=2[N:15]2[CH2:18][C:17]([F:20])([F:19])[CH2:16]2)[CH2:2][CH2:3]1 |f:2.3|. Procedure: In analogy to the procedure described in Example 47 b), 6-cyclopropylmethoxy-5-(3,3-difluoro-azetidin-1-yl)-pyridine-2-carboxylic acid (Example 1 b)) was reacted with 2,2-dimethylpyrrolidine (CAN 35018-15-6) in the presence of TBTU and DIEA to obtain the title compound as colorless oil; MS (EI): m/e=366.4 [MH+].